Task: describe an organic reaction: reactants, conditions, products, and yield. Dataset: the Open Reaction Database (ORD), a public repository of structured organic reaction records Reactants: SC=1N(C(C2=C(N1)C=CS2)=O)C (2-mercapto-3-methylthieno[3,2-d]-pyrimidin-4(3H)-one), [OH-].[Na+] (sodium hydroxide), CN(C)C=O (DMF), FC1=CC=C(C(=O)C2=CC=C(CBr)C=C2)C=C1 (4-(4-fluorobenzoyl)benzyl bromide). Solvent: C(C)O (ethanol), O (water). Run at time 1 hour. Yields the product FC1=CC=C(C(=O)C2=CC=C(CSC=3N(C(C4=C(N3)C=CS4)=O)C)C=C2)C=C1 (2-[4-(4-Fluorobenzoyl)benzyl]thio-3-methylthieno-[3,2-d]pyrimidin-4(3H)-one). Isolated yield 69.6%. Reaction SMILES: [SH:1][C:2]1[N:3]([CH3:12])[C:4](=[O:11])[C:5]2[S:10][CH:9]=[CH:8][C:6]=2[N:7]=1.[OH-].[Na+].CN(C=O)C.[F:20][C:21]1[CH:36]=[CH:35][C:24]([C:25]([C:27]2[CH:34]=[CH:33][C:30]([CH2:31]Br)=[CH:29][CH:28]=2)=[O:26])=[CH:23][CH:22]=1>C(O)C.O>[F:20][C:21]1[CH:22]=[CH:23][C:24]([C:25]([C:27]2[CH:34]=[CH:33][C:30]([CH2:31][S:1][C:2]3[N:3]([CH3:12])[C:4](=[O:11])[C:5]4[S:10][CH:9]=[CH:8][C:6]=4[N:7]=3)=[CH:29][CH:28]=2)=[O:26])=[CH:35][CH:36]=1 |f:1.2|. Reported procedure: To a solution of 2-mercapto-3-methylthieno[3,2-d]-pyrimidin-4(3H)-one (1.0 g) and sodium hydroxide (205 mg) in 50% ethanol (12 ml)-DMF (20 ml) was added 4-(4-fluorobenzoyl)benzyl bromide (1.48 g) and the mixture was stirred at room temperature for 1 hour. This reaction mixture was poured in water and the resulting crystals were collected by filtration, rinsed with water and methanol, and recrystallized from methanol to provide the title compound as colorless solid (1.44 g).